Dataset: the Open Reaction Database (ORD), a public repository of structured organic reaction records. Task: describe an organic reaction: reactants, conditions, products, and yield Procedure details: 6-Amino-2,3-dihydro-indole-1-carboxylic acid tert-butyl ester. To a mixture of 6-nitroindoline (2 mmol) and TEA (2.2 mmol) in CH2Cl2 (20 mL) was added di-tert-butyl dicarbonate (2 mmol). The mixture was stirred at 25° C. for 16 h. The mixture was washed with satd. aq. NaHCO3 (20 mL) and brine (20 mL), and then was dried and concentrated. The residue was dissolved in MeOH (4 mL), and FeCl3.6H2O (7 mg), Me2NNH2 (21 mmol), and charcoal (50 mg) were added. The resulting mixture was heated at reflux ... The reactants are C(C)(C)(C)OC(=O)N1CCC2=CC=C(C=C12)NC1CCN(CC1)CC1=CC=CC=C1 (6-(1-Benzyl-piperidin-4-ylamino)-2,3-dihydro-indole-1-carboxylic acid tert-butyl ester), product, C(C=CC1=CC=CC=C1)(=O)Cl (cinnamoyl chloride), TEA, C(C1=CC=CC=C1)N1CCC(CC1)=O (1 -Benzyl-4-piperidone), C(C)(C)(C)OC(=O)N1CCC2=CC=C(C=C12)N (6-amino-2,3-dihydro-indole-1-carboxylic acid tert-butyl ester), [BH-](OC(=O)C)(OC(=O)C)OC(=O)C.[Na+] (Na(OAc)3BH), CC(=O)O (AcOH), C(C)(C)(C)OC(=O)N1CCC2=CC=C(C=C12)N(C(\C=C\C1=CC=CC=C1)=O)C1CCN(CC1)CC1=CC=CC=C1 (trans-6-[(1-Benzyl-piperidin-4-yl)-(3-phenyl-acryloyl)-amino]-2,3-dihydro-indole-1-carboxylic acid tert-butyl ester). Yields the product C(C1=CC=CC=C1)N1CCC(CC1)N(C(\C=C\C1=CC=CC=C1)=O)C1=CC=C2CCNC2=C1 (trans-N-(1-Benzyl-piperidin-4-yl)-N-(2,3-dihydro-1H-indol-6-yl)-3-phenyl-acrylamide). Reaction SMILES: C(O[C:6]([N:8]1[C:16]2[C:11](=[CH:12][CH:13]=[C:14]([NH:17]C3CCN(CC4C=CC=CC=4)CC3)[CH:15]=2)[CH2:10][CH2:9]1)=[O:7])(C)(C)C.[CH2:31]([N:38]1[CH2:43][CH2:42]C(=O)C[CH2:39]1)[C:32]1[CH:37]=[CH:36][CH:35]=[CH:34][CH:33]=1.C(OC(N1[C:60]2[C:55](=[CH:56][CH:57]=[C:58](N)[CH:59]=2)[CH2:54][CH2:53]1)=O)(C)(C)C.[BH-](OC(C)=O)(OC(C)=O)O[C:64]([CH3:66])=O.[Na+].CC(O)=O.C(OC(N1C2C(=CC=C(N(C3CCN(CC4C=CC=CC=4)CC3)C(=O)/C=C/C3C=CC=CC=3)C=2)CC1)=O)(C)(C)C.C(Cl)(=O)C=CC1C=CC=CC=1>C(Cl)Cl>[CH2:31]([N:38]1[CH2:39][CH2:10][CH:9]([N:8]([C:16]2[CH:15]=[C:14]3[C:13]([CH2:64][CH2:66][NH:17]3)=[CH:12][CH:11]=2)[C:6](=[O:7])/[CH:53]=[CH:54]/[C:55]2[CH:60]=[CH:59][CH:58]=[CH:57][CH:56]=2)[CH2:42][CH2:43]1)[C:32]1[CH:33]=[CH:34][CH:35]=[CH:36][CH:37]=1 |f:3.4|. The solvent is C(Cl)Cl (CH2Cl2), C(Cl)Cl (CH2Cl2). Reaction conditions: temperature 25 celsius, time 16 hour. Reactants: FC1=CC=C(C=C1)[N+](=O)[O-] (4-fluoronitrobenzene), CC1(OC(C2=CC=C(C=C12)CN1N=CN=C1)=O)C (3,3-dimethyl-5-[1,2,4-triazol-1-ylmethyl]-3H-isobenzofuran-1-one), CC1(OC(C2=CC=C(C=C12)CN1N=CN=C1)=O)C (3,3-dimethyl-5-[1,2,4-triazol-1-ylmethyl]-3H-isobenzofuran-1-one), CC(C)([O-])C.[K+] (potassium tert-butoxide). The solvent is CN(C=O)C (N,N-dimethylformamide), CN(C=O)C (N,N-dimethylformamide). Run at time 1 hour. Yields the product [N+](=O)([O-])C1=CC=C(C=C1)C(C=1C=C2C(OC(C2=CC1)=O)(C)C)N1N=CN=C1 (5-[(4-nitrophenyl)-1,2,4-triazol-1-ylmethyl]-3,3-dimethyl-3H-isobenzofuran-1-one). As a reaction SMILES: [CH3:1][C:2]1([CH3:18])[C:10]2[C:5](=[CH:6][CH:7]=[C:8]([CH2:11][N:12]3[CH:16]=[N:15][CH:14]=[N:13]3)[CH:9]=2)[C:4](=[O:17])[O:3]1.CC(C)([O-])C.[K+].F[C:26]1[CH:31]=[CH:30][C:29]([N+:32]([O-:34])=[O:33])=[CH:28][CH:27]=1>CN(C)C=O>[N+:32]([C:29]1[CH:30]=[CH:31][C:26]([CH:11]([N:12]2[CH:16]=[N:15][CH:14]=[N:13]2)[C:8]2[CH:9]=[C:10]3[C:5](=[CH:6][CH:7]=2)[C:4](=[O:17])[O:3][C:2]3([CH3:18])[CH3:1])=[CH:27][CH:28]=1)([O-:34])=[O:33] |f:1.2|. Procedure details: 3,3-Dimethyl-5-[1,2,4-triazol-1-ylmethyl]-3H-isobenzofuran-1-one (200 mg, Intermediate 1) was dissolved in N,N-dimethylformamide (8 ml) at 0° under nitrogen and potassium tert-butoxide was added (138 mg). After 30 minutes 4-fluoronitrobenzene (232 mg) in N,N-dimethylformamide (1 ml) was added and stirring continued for one hour. The mixture was warmed to room temperature, stirred for one hour then partitioned between water and ethyl acetate. The aqueous phase was extracted with ethyl acetate the... The reactants are [Na] (sodium), NC=1N=C(NC(C1N=O)=O)CCC1=CC=CC=C1 (4-amino-5-nitroso-2-(2-phenylethyl)pyrimid-6-one). Run in O (water). Yields the product NC=1N=C(NC(C1N)=O)CCC1=CC=CC=C1 (4,5-diamino-2-(2-phenylethyl)pyrimid-6-one). Isolated yield 20.9%. RXN SMILES: [Na].[NH2:2][C:3]1[N:4]=[C:5]([CH2:12][CH2:13][C:14]2[CH:19]=[CH:18][CH:17]=[CH:16][CH:15]=2)[NH:6][C:7](=[O:11])[C:8]=1[N:9]=O>O>[NH2:2][C:3]1[N:4]=[C:5]([CH2:12][CH2:13][C:14]2[CH:19]=[CH:18][CH:17]=[CH:16][CH:15]=2)[NH:6][C:7](=[O:11])[C:8]=1[NH2:9] |^1:0|. Procedure: Crude sodium salt of 4-amino-5-nitroso-2-(2-phenylethyl)pyrimid-6-one (3.8 g.) was dissolved in water (5.5 ml.). A trace of insoluble material was filtered off, and sodium dithionite (4.08 g.) was added slowly to the filtrate with stirring. The solid which separated was filtered off, washed with water, and recrystallised from ethanol to give 4,5-diamino-2-(2-phenylethyl)pyrimid-6-one (0.75 g.), m.p. 204°-206° C. (with decomposition). Reactants: C(C)(C)(C)C1=CC=C(NC2=CC=C(OC3=NC=NC4=CC(=C(C=C34)OC)O)C=C2)C=C1 (4-{4-[4-(Tert-butyl)anilino]phenoxy}-6-methoxy-7-quinazolinol), C(C)(C)(C)C1=CC=C(NC2=CC=C(OC3=NC=NC4=CC(=C(C=C34)OC)O)C=C2)C=C1 (4-{4-[4-(Tert-butyl)anilino]phenoxy}-6-methoxy-7-quinazolinol), C([O-])([O-])=O.[K+].[K+] (potassium carbonate), Cl.ClCCN1CCOCC1 (4-(2-chloroethyl)morpholine hydrochloride), CN(C=O)C (N,N-dimethylformamide). Run in O (Water). Conditions: temperature 80 celsius, time 8 hour. The product is C(C)(C)(C)C1=CC=C(C=C1)NC1=CC=C(C=C1)OC1=NC=NC2=CC(=C(C=C12)OC)OCCN1CCOCC1 ((4-Tert-butylphenyl)-{4-[6-methoxy-7-(2-morpholin-4-ylethoxy)quinazolin-4-yloxy]phenyl}amine). Isolated yield 94.3%. Reaction SMILES: [C:1]([C:5]1[CH:31]=[CH:30][C:8]([NH:9][C:10]2[CH:29]=[CH:28][C:13]([O:14][C:15]3[C:24]4[C:19](=[CH:20][C:21]([OH:27])=[C:22]([O:25][CH3:26])[CH:23]=4)[N:18]=[CH:17][N:16]=3)=[CH:12][CH:11]=2)=[CH:7][CH:6]=1)([CH3:4])([CH3:3])[CH3:2].C(=O)([O-])[O-].[K+].[K+].Cl.Cl[CH2:40][CH2:41][N:42]1[CH2:47][CH2:46][O:45][CH2:44][CH2:43]1.CN(C)C=O>O>[C:1]([C:5]1[CH:31]=[CH:30][C:8]([NH:9][C:10]2[CH:29]=[CH:28][C:13]([O:14][C:15]3[C:24]4[C:19](=[CH:20][C:21]([O:27][CH2:40][CH2:41][N:42]5[CH2:47][CH2:46][O:45][CH2:44][CH2:43]5)=[C:22]([O:25][CH3:26])[CH:23]=4)[N:18]=[CH:17][N:16]=3)=[CH:12][CH:11]=2)=[CH:7][CH:6]=1)([CH3:4])([CH3:2])[CH3:3] |f:1.2.3,4.5|. Procedure: 4-{4-[4-(Tert-butyl)anilino]phenoxy}-6-methoxy-7-quinazolinol (starting compound 11) (100 mg), potassium carbonate (50 mg), and 4-(2-chloroethyl)morpholine hydrochloride (67 mg) were added to N,N-dimethylformamide (2 ml), and the mixture was stirred at 80° C. overnight. Water was added to the reaction solution, and the mixture was extracted with ethyl acetate. The ethyl acetate layer was washed with saturated brine and was dried over sodium sulfate. The solvent was then removed by evaporation un... RXN SMILES: [CH3:1][S:2][C:3](=[S:4])[NH2:5].[Cl:7][CH2:8][C:9](=[O:10])[NH:11][c:12]1[s:13][cH:14][c:15]([C:17]([C:18](=[O:19])[NH:20][CH:21]2[C:22](=[O:33])[N:23]([S:29](=[O:30])(=[O:31])[O-:32])[CH:24]2[C:25](=[O:26])[O:27][CH3:28])=[N:34][O:35][CH3:36])[n:16]1.[Na+:37].[Na:6]>>[NH2:11][c:12]1[s:13][cH:14][c:15]([C:17]([C:18](=[O:19])[NH:20][CH:21]2[C:22](=[O:33])[N:23]([S:29](=[O:30])(=[O:31])[O-:32])[CH:24]2[C:25](=[O:26])[O:27][CH3:28])=[N:34][O:35][CH3:36])[n:16]1.[Na+:37]. The product is CON=C(C(=O)NC1C(=O)N(S(=O)(=O)[O-])C1C(=O)OC)c1csc(N)n1, [Na+]. Reactants: CSC(N)=S, CON=C(C(=O)NC1C(=O)N(S(=O)(=O)[O-])C1C(=O)OC)c1csc(NC(=O)CCl)n1, [Na+], [Na]. Starting materials: C1(\C=C/C(=O)O1)=O (maleic anhydride), O1C=CC=C1 (furan). Product: O1C=CC=C1.C1(\C=C/C(=O)O1)=O (furan maleic anhydride). As a reaction SMILES: [C:1]1(=[O:7])[O:6][C:4](=[O:5])[CH:3]=[CH:2]1.O1C=CC=C1>>[O:6]1[CH:1]=[CH:2][CH:3]=[CH:4]1.[C:4]1(=[O:5])[O:6][C:1](=[O:7])[CH:2]=[CH:3]1 |f:2.3|. Procedure: The copolymer was prepared by the same method as the terpolymer except that 7.2 g (73.5 m mol) of maleic anhydride and 5 g (73.5 m mol) of furan (1:1 molar ratio) were employed. Starting materials: C1CCOC1, CO, CC#N, COC(=O)C1(C)CC1, [H-], [Na+], O. Yields the product CC1(C(=O)CC#N)CC1. RXN SMILES: [CH2:16]1[O:17][CH2:18][CH2:19][CH2:20]1.[CH3:14][OH:15].[CH3:1][C:2]#[N:3].[CH3:6][O:7][C:8](=[O:9])[C:10]1([CH3:13])[CH2:11][CH2:12]1.[H-:4].[Na+:5].[OH2:21]>>[CH2:1]([C:2]#[N:3])[C:8](=[O:7])[C:10]1([CH3:13])[CH2:11][CH2:12]1. Reactants: S1C2=C(C(=C1)C=O)C=CC=C2 (Benzo[b]thiophene-3-carboxaldehyde), S1C(=NC2=C1C=CC=C2)CC#N (2-benzothiazoleacetonitrile). Yields the product S1C2=C(C(=C1)/C=C(\C#N)/C=1SC3=C(N1)C=CC=C3)C=CC=C2 ((E)-3-benzo[b]thiophen-3-yl-2-benzothiazol-2-yl-acrylonitrile). Yield: 69.8%. RXN SMILES: [S:1]1[CH:5]=[C:4]([CH:6]=O)[C:3]2[CH:8]=[CH:9][CH:10]=[CH:11][C:2]1=2.[S:12]1[C:16]2[CH:17]=[CH:18][CH:19]=[CH:20][C:15]=2[N:14]=[C:13]1[CH2:21][C:22]#[N:23]>>[S:1]1[CH:5]=[C:4](/[CH:6]=[C:21](/[C:13]2[S:12][C:16]3[CH:17]=[CH:18][CH:19]=[CH:20][C:15]=3[N:14]=2)\[C:22]#[N:23])[C:3]2[CH:8]=[CH:9][CH:10]=[CH:11][C:2]1=2. Procedure details: Benzo[b]thiophene-3-carboxaldehyde (81 mg) was condensed with 2-benzothiazoleacetonitrile (87 mg) through Method B (production step 3), to thereby yield the target product (yield: 111 mg, 69%). The reactants are CCOC(=O)c1cn(CC)c2sc(C=NO)cc2c1=O, CN(C)C=O. Product: CCn1cc(C(=O)O)c(=O)c2cc(C=NO)sc21. Reaction SMILES: [CH2:1]([CH3:2])[O:3][C:4](=[O:5])[c:6]1[c:7](=[O:20])[c:8]2[c:9]([n:10]([CH2:12][CH3:13])[cH:11]1)[s:14][c:15]([CH:17]=[N:18][OH:19])[cH:16]2.[CH3:21][N:22]([CH3:23])[CH:24]=[O:25]>>[O:3]=[C:4]([OH:5])[c:6]1[c:7](=[O:20])[c:8]2[c:9]([n:10]([CH2:12][CH3:13])[cH:11]1)[s:14][c:15]([CH:17]=[N:18][OH:19])[cH:16]2. Reactants: C(C)(=O)OCC (ethyl acetate), CC1=C(OC2=CC(=NC=C2)NC(=O)N2CCCC2)C=CC(=C1)[N+](=O)[O-] (pyrrolidine-1-carboxylic acid [4-(2-methyl-4-nitrophenoxy)pyridin-2-yl]amide), [Cl-].[NH4+] (ammonium chloride), O (water). The reagents and catalysts are [Fe] (iron). The solvent is C(C)O (ethanol). Reaction conditions: temperature 90 celsius. Yields the product NC1=CC(=C(OC2=CC(=NC=C2)NC(=O)N2CCCC2)C=C1)C (Pyrrolidine-1-carboxylic acid [4-(4-amino-2-methylphenoxy)pyridin-2-yl]amide). Isolated yield 66.0%. RXN SMILES: [CH3:1][C:2]1[CH:22]=[C:21]([N+:23]([O-])=O)[CH:20]=[CH:19][C:3]=1[O:4][C:5]1[CH:10]=[CH:9][N:8]=[C:7]([NH:11][C:12]([N:14]2[CH2:18][CH2:17][CH2:16][CH2:15]2)=[O:13])[CH:6]=1.[Cl-].[NH4+].O.C(OCC)(=O)C>C(O)C.[Fe]>[NH2:23][C:21]1[CH:20]=[CH:19][C:3]([O:4][C:5]2[CH:10]=[CH:9][N:8]=[C:7]([NH:11][C:12]([N:14]3[CH2:18][CH2:17][CH2:16][CH2:15]3)=[O:13])[CH:6]=2)=[C:2]([CH3:1])[CH:22]=1 |f:1.2|. Procedure details: To a solution of pyrrolidine-1-carboxylic acid [4-(2-methyl-4-nitrophenoxy)pyridin-2-yl]amide (775 mg) in ethanol (50 ml) were added electrolytic iron powder (505 mg), ammonium chloride (967 mg) and water (10 ml), followed by stirring to heat at 90° C. for 30 min. The reaction mixture was cooled down to room temperature, and filtered to remove an insoluble portion, which was then washed with water and N,N-dimethylformamide in this order. The filtrate was concentrated under a reduced pressure to ...